From a dataset of the Open Reaction Database (ORD), a public repository of structured organic reaction records. describe an organic reaction: reactants, conditions, products, and yield Reactants: BrC=1C=CC(N(C1)C(F)F)=O (5-Bromo-1-difluoromethyl-1H-pyridin-2-one), BrBr (bromine). Solvent: C(C)(=O)O (acetic acid). Run at time 12 hour. Product: BrC=1C(N(C=C(C1)Br)C(F)F)=O (3,5-Dibromo-1-difluoromethyl-1H-pyridin-2-one). The yield is 66.6%. As a reaction SMILES: [Br:1][C:2]1[CH:3]=[CH:4][C:5](=[O:11])[N:6]([CH:8]([F:10])[F:9])[CH:7]=1.[Br:12]Br>C(O)(=O)C>[Br:12][C:4]1[C:5](=[O:11])[N:6]([CH:8]([F:9])[F:10])[CH:7]=[C:2]([Br:1])[CH:3]=1. Procedure details: To a stirred solution of 5-Bromo-1-difluoromethyl-1H-pyridin-2-one (1 g, 4.46 mmol) in 7 ml acetic acid was added bromine (0.24 ml, 4.46 mmol) drop wise at 0° C. and then the reaction mixture was stirred at rt for 12 hrs. Acetic acid was removed under reduced pressure. To this was added ethylacetate and washed with aq NaHCO3 solution. Organic layer was dried over anhy sodium sulphate and concentrated under reduced pressure. It was purified by column chromatography using 5% ethyl acetate in hexan... As a reaction SMILES: [C:1](=[O:2])([OH:3])[c:4]1[cH:5][c:6]2[c:7]([cH:13][cH:14]1)[C:8](=[O:9])[O:10][C:11]2=[O:12].[CH3:22][CH2:23][OH:24].[NH2:15][CH2:16][CH2:17][CH2:18][C:19](=[O:20])[OH:21]>>[C:1](=[O:2])([OH:3])[c:4]1[cH:5][c:6]2[c:7]([cH:13][cH:14]1)[C:8](=[O:10])[N:15]([CH2:16][CH2:17][CH2:18][C:19](=[O:20])[OH:21])[C:11]2=[O:12]. Starting materials: O=C(O)c1ccc2c(c1)C(=O)OC2=O, CCO, NCCCC(=O)O. Product: O=C(O)CCCN1C(=O)c2ccc(C(=O)O)cc2C1=O. Reactants: C(C#C)[C@@H]1C[C@H]2[C@@H]3CCC([C@@]3(C)CC[C@@H]2[C@]2(CCC(C[C@]12O)=O)C)=O (6β-Propargyl-5α-hydroxyandrostane-3,17-dione), C(C#C)[C@@H]1C[C@H]2[C@@H]3CCC([C@@]3(C)CC[C@@H]2[C@H]2CCC(C[C@]12O)=O)=O (6β-propargyl-5α-hydroxyestrane-3,17-dione). The solvent is CC(=O)C.CCCCCC (acetone hexane). Yields the product C(C#C)[C@@H]1C[C@H]2[C@@H]3CCC([C@@]3(C)CC[C@@H]2[C@H]2CCC(C=C12)=O)=O (6β-Propargyl-4-estrene-3,17-dione). RXN SMILES: [CH2:1]([C@H:4]1[C@:21]2(O)[C@:16](C)([CH2:17][CH2:18][C:19](=[O:23])[CH2:20]2)[C@@H:15]2[C@H:6]([C@H:7]3[C@@:11]([CH2:13][CH2:14]2)([CH3:12])[C:10](=[O:25])[CH2:9][CH2:8]3)[CH2:5]1)[C:2]#[CH:3].C([C@H]1[C@]2(O)[C@H](CCC(=O)C2)[C@@H]2[C@H]([C@H]3[C@@](CC2)(C)C(=O)CC3)C1)C#C>CC(C)=O.CCCCCC>[CH2:1]([C@H:4]1[C:21]2[C@H:16]([CH2:17][CH2:18][C:19](=[O:23])[CH:20]=2)[C@@H:15]2[C@H:6]([C@H:7]3[C@@:11]([CH2:13][CH2:14]2)([CH3:12])[C:10](=[O:25])[CH2:9][CH2:8]3)[CH2:5]1)[C:2]#[CH:3] |f:2.3|. Procedure: Using a procedure similar to that described at Example 1 except replacing the 6β-propargyl-5α-hydroxyandrostane-3,17-dione (10) used therein with 6β-propargyl-5α-hydroxyestrane-3,17-dione (11), the title compound was prepared; 60%; m.p. 194°-195° C. (from acetone/hexane); 1H-NMR (CDCl3) δ 0.94 (s, 3H, 18-CH3), 2.73 (m, 1H), 5.94 (s, 1H, 4-H). The reactants are ClCC(Cl)Cl, F[B-](F)(F)F, F[n+]1c(Cl)cccc1C(Cl)(Cl)Cl, Oc1c(Cl)cccc1Cl. Product: Oc1c(Cl)cc(F)cc1Cl. As a reaction SMILES: [Cl:27][CH2:28][CH:29]([Cl:30])[Cl:31].[F:10][B-:11]([F:12])([F:13])[F:14].[F:15][n+:16]1[c:17]([C:18]([Cl:19])([Cl:20])[Cl:21])[cH:22][cH:23][cH:24][c:25]1[Cl:26].[OH:1][c:2]1[c:3]([Cl:4])[cH:5][cH:6][cH:7][c:8]1[Cl:9]>>[OH:1][c:2]1[c:3]([Cl:4])[cH:5][c:6]([F:10])[cH:7][c:8]1[Cl:9]. Reactants: FC1(CC=CC(=C1)C(F)(F)F)[N+](=O)[O-] (5-Fluoro-5-nitrobenzotrifluoride), CN1CCNCC1 (1-methylpiperazine). Run in CO (methanol), O (water). Conditions: time 8 hour. The product is CN1CCN(CC1)C1=C(C=C(C=C1)[N+](=O)[O-])C(F)(F)F (2-(4-methylpiperazino)-5-nitrobenzotrifluoride). RXN SMILES: F[C:2]1([N+:12]([O-:14])=[O:13])[CH:7]=[C:6]([C:8]([F:11])([F:10])[F:9])[CH:5]=[CH:4][CH2:3]1.[CH3:15][N:16]1[CH2:21][CH2:20][NH:19][CH2:18][CH2:17]1>CO.O>[CH3:15][N:16]1[CH2:21][CH2:20][N:19]([C:5]2[CH:4]=[CH:3][C:2]([N+:12]([O-:14])=[O:13])=[CH:7][C:6]=2[C:8]([F:11])([F:10])[F:9])[CH2:18][CH2:17]1. Procedure details: 5-Fluoro-5-nitrobenzotrifluoride (2 g) and 1-methylpiperazine (2 mL) were dissolved in methanol (5 mL). The yellow solution was stirred at rt overnight. The reaction mixture was diluted with water (100 mL) and extracted with ethyl acetate (2×100 mL). The organic solutions were evaporated to give 2-(4-methylpiperazino)-5-nitrobenzotrifluoride. Starting materials: CS(=O)(=O)OC[C@H](CC1=CC=C(C=C1)OCCC1=CC=C(C=C1)NC(=O)OC(C)(C)C)OCC ((2S)-3-[4-(2-{4-[(tert-Butoxycarbonyl)amino]phenyl}ethoxy)phenyl]-2-ethoxypropyl methanesulfonate), [N-]=[N+]=[N-].[Na+] (Sodium azide), [H-].[H-].[H-].[H-].[Li+].[Al+3] (LAH). Run in CN(C)C=O (DMF), C(C)OCC (diethyl ether). Reaction conditions: temperature 80 celsius, time 8 hour. The product is NC[C@H](CC1=CC=C(OCCC2=CC=C(C=C2)NC(OC(C)(C)C)=O)C=C1)OCC (tert-Butyl 4-(2-{4-[(2S)-3-amino-2-ethoxypropyl]phenoxy}ethyl)phenylcarbamate). Isolated yield 174.7%. As a reaction SMILES: CS(O[CH2:6][C@@H:7]([O:32][CH2:33][CH3:34])[CH2:8][C:9]1[CH:14]=[CH:13][C:12]([O:15][CH2:16][CH2:17][C:18]2[CH:23]=[CH:22][C:21]([NH:24][C:25]([O:27][C:28]([CH3:31])([CH3:30])[CH3:29])=[O:26])=[CH:20][CH:19]=2)=[CH:11][CH:10]=1)(=O)=O.[N-:35]=[N+]=[N-].[Na+].[H-].[H-].[H-].[H-].[Li+].[Al+3]>CN(C=O)C.C(OCC)C>[NH2:35][CH2:6][C@@H:7]([O:32][CH2:33][CH3:34])[CH2:8][C:9]1[CH:14]=[CH:13][C:12]([O:15][CH2:16][CH2:17][C:18]2[CH:23]=[CH:22][C:21]([NH:24][C:25](=[O:26])[O:27][C:28]([CH3:31])([CH3:30])[CH3:29])=[CH:20][CH:19]=2)=[CH:11][CH:10]=1 |f:1.2,3.4.5.6.7.8|. Procedure details: (2S)-3-[4-(2-{4-[(tert-Butoxycarbonyl)amino]phenyl}ethoxy)phenyl]-2-ethoxypropyl methanesulfonate (described in Example 4a) (0.43 g, 0.87 mmole) was dissoved in dry DMF (5 ml). Sodium azide (0.23 g, 3.50 mmole) was added and the reaction mixture was heated to 80° C. and stirred overnight. The reaction was quenched with water and extracted with diethyl ether. The organic phase was washed with water, dried with magnesium sulfate and evaporated. The crude product was dissolved in dry diethyl ether ... Product: C(C)(=O)SC(C(C(=O)N1[C@H](C(=O)O)CCC1)C1=CC=CC=C1)C(C1=CC=CC=C1)=O (1-[3-acetylthio-3-benzoyl-2-(phenyl)propionyl]-L-proline). Run in C(C)#N (acetonitrile). As a reaction SMILES: FC(F)(F)C(O)=O.C(O)(=O)C.Br[CH:13]([C:31](=[O:38])[C:32]1[CH:37]=[CH:36][CH:35]=[CH:34][CH:33]=1)[CH:14]([C:25]1[CH:30]=[CH:29][CH:28]=[CH:27][CH:26]=1)[C:15]([N:17]1[CH2:24][CH2:23][CH2:22][C@H:18]1[C:19]([OH:21])=[O:20])=[O:16].[C:39]([O-:42])(=[S:41])[CH3:40].[Na+]>C(#N)C>[C:39]([S:41][CH:13]([C:31](=[O:38])[C:32]1[CH:37]=[CH:36][CH:35]=[CH:34][CH:33]=1)[CH:14]([C:25]1[CH:30]=[CH:29][CH:28]=[CH:27][CH:26]=1)[C:15]([N:17]1[CH2:24][CH2:23][CH2:22][C@H:18]1[C:19]([OH:21])=[O:20])=[O:16])(=[O:42])[CH3:40] |f:3.4|. Reported procedure: A 0.01 mole sample of 3-benzoyl-2-(phenyl)propionic acid is dissolved in tetrahydrofuran and 0.01 mole of N,N-carbonyldiimidazole added. After stirring 3 hours at room temperature, 0.01 mole of L-proline t-butyl ester is added. After 24 hours the solvent is removed and 1-[3-benzoyl-2-(phenyl)-propionyl]-L-proline t-butyl ester isolated. The preceding compound is reacted with trifluoroacetic acid to remove the t-butyl group. Separation of isomers A and B is carried out as described for Example 69... Reactants: FC(C(=O)O)(F)F (trifluoroacetic acid), C(C)(=S)[O-].[Na+] (sodium thioacetate), C(C)(=O)O (acetic acid), BrC(C(C(=O)N1[C@H](C(=O)O)CCC1)C1=CC=CC=C1)C(C1=CC=CC=C1)=O (1-[3-bromo-3-benzoyl-2-(phenyl)propionyl]-L-proline). Reactants: NC1=CC=2C=3C(=CNC2C=C1)C(N(N3)C3=CC=CC=C3)=O (8-Amino-2-phenyl-2,5-dihydro-pyrazolo-[4,3-c]quinolin-3-one), Cl.ClCCNCCCl (bis(chloroethyl)amine hydrochloride). The solvent is ClC1=CC=CC=C1 (chlorobenzene). Reaction conditions: temperature 175 celsius, time 60 hour. Product: C1(=CC=CC=C1)N1N=C2C(=CNC=3C=CC(=CC23)N2CCNCC2)C1=O (2-Phenyl-8-piperazin-1-yl-2,5-dihydro-pyrazolo[4,3-c]quinolin-3-one). The yield is 75.0%. Reaction SMILES: [NH2:1][C:2]1[CH:11]=[CH:10][C:9]2[NH:8][CH:7]=[C:6]3[C:12](=[O:21])[N:13]([C:15]4[CH:20]=[CH:19][CH:18]=[CH:17][CH:16]=4)[N:14]=[C:5]3[C:4]=2[CH:3]=1.Cl.Cl[CH2:24][CH2:25][NH:26][CH2:27][CH2:28]Cl>ClC1C=CC=CC=1>[C:15]1([N:13]2[C:12](=[O:21])[C:6]3=[CH:7][NH:8][C:9]4[CH:10]=[CH:11][C:2]([N:1]5[CH2:28][CH2:27][NH:26][CH2:25][CH2:24]5)=[CH:3][C:4]=4[C:5]3=[N:14]2)[CH:20]=[CH:19][CH:18]=[CH:17][CH:16]=1 |f:1.2|. Reported procedure: Equimolar quantities of 6a and bis(chloroethyl)amine hydrochloride were suspended in chlorobenzene and stirred at 175° C. for 60 hours. The solid was collected by filtration and washed with methanol, acetonitrile and diethylether in 75% yield. 1H-NMR (DMSO-d6) δ (ppm): 3.25 (4H, br), 3.52 (4H, br), 7.12 (1H, t, J=7.47 Hz), 7.39 (3H, m), 7.45 (1H, m), 7.68 (1H, m), 8.22 (2H, dd, J=8.55, 0.98 Hz), 8.60 (1H, d, J=5.86 Hz), 9.12 (1H, br). m/z 346.4 (MH+). As a reaction SMILES: [Cl:1][C:2]1([S:8](Cl)(=[O:10])=[O:9])[NH:6][C:5]([Cl:7])=[CH:4][S:3]1.[CH3:12][NH:13][CH3:14]>>[CH3:12][N:13]([CH3:14])[S:8]([C:2]1([Cl:1])[NH:6][C:5]([Cl:7])=[CH:4][S:3]1)(=[O:10])=[O:9]. Product: CN(S(=O)(=O)C1(SC=C(N1)Cl)Cl)C (N,N-dimethyl-2,4-dichlorothiazole-sulphonamide), product. Procedure: In analogy to Example 2, the N,N-dimethyl-2,4-dichlorothiazole-sulphonamide was prepared by reacting 2,4-dichlorothiazole-sulphonyl chloride from Example 1 with 45% strength dimethylamine solution. Following recrystallization from petroleum ether/acetone 6:1, 21.7 g of product were obtained (83% of the theoretical yield), m.p.: 89°-90° C. The reactants are ClC1(SC=C(N1)Cl)S(=O)(=O)Cl (2,4-dichlorothiazole-sulphonyl chloride), CNC (dimethylamine). Starting materials: C(C)(=O)C=1C=NC2=C(C=CC=C2C1OC)[N+](=O)[O-] (3-acetyl-4-methoxy-8-nitroquinoline), [Cl-].[NH4+] (ammonium chloride). Reagents/catalysts: [Fe] (iron). Solvent: C(C)O (ethanol), O (water). Product: C(C)(=O)C=1C=NC2=C(C=CC=C2C1OC)N (3-acetyl-8-amino-4-methoxyquinoline). Isolated yield 87.0%. Reaction SMILES: [C:1]([C:4]1[CH:5]=[N:6][C:7]2[C:12]([C:13]=1[O:14][CH3:15])=[CH:11][CH:10]=[CH:9][C:8]=2[N+:16]([O-])=O)(=[O:3])[CH3:2].[Cl-].[NH4+]>C(O)C.O.[Fe]>[C:1]([C:4]1[CH:5]=[N:6][C:7]2[C:12]([C:13]=1[O:14][CH3:15])=[CH:11][CH:10]=[CH:9][C:8]=2[NH2:16])(=[O:3])[CH3:2] |f:1.2|. Procedure details: A mixture of 3-acetyl-4-methoxy-8-nitroquinoline (230 mg), ammonium chloride (30 mg) and iron (313 mg) in ethanol (3 ml) and water (0.8 ml) was refluxed for 2 hours. Insoluble material was filtered off and the filtrate was concentrated in vacuo. The residue was dissolved in ethyl acetate, and the solution was washed with saturated sodium bicarbonate solution and brine, dried over magnesium sulfate and evaporated in vacuo to give 3-acetyl-8-amino-4-methoxyquinoline (175.7 mg).